describe an organic reaction: reactants, conditions, products, and yield From a dataset of the Open Reaction Database (ORD), a public repository of structured organic reaction records. Reaction SMILES: [CH3:15][C:16](=[O:17])[O:18][C:19](=[O:20])[CH3:21].[NH2:1][CH2:2][C:3]1([N:9]2[CH2:10][CH2:11][CH2:12][CH2:13][CH2:14]2)[CH2:4][CH2:5][CH2:6][CH2:7][CH2:8]1>>[NH:1]([CH2:2][C:3]1([N:9]2[CH2:10][CH2:11][CH2:12][CH2:13][CH2:14]2)[CH2:4][CH2:5][CH2:6][CH2:7][CH2:8]1)[C:16]([CH3:15])=[O:17]. The reactants are CC(=O)OC(C)=O, NCC1(N2CCCCC2)CCCCC1. Product: CC(=O)NCC1(N2CCCCC2)CCCCC1. Starting materials: CCOC(CBr)OCC, CC[O-], ClCCl, [Na+]. Yields the product CCOCC(OCC)OCC. Reaction SMILES: [Br:1][CH2:2][CH:3]([O:4][CH2:5][CH3:6])[O:7][CH2:8][CH3:9].[CH3:11][CH2:12][O-:13].[Cl:14][CH2:15][Cl:16].[Na+:10]>>[CH2:2]([CH:3]([O:4][CH2:5][CH3:6])[O:7][CH2:8][CH3:9])[O:13][CH2:12][CH3:11]. Reactants: [H][H] (hydrogen), O=C1OCCN1CCC=1C=C2C(C(NC2=CC1)=O)=O (5-[2-(2-Oxo-oxazolidin-3-yl)-ethyl]-1H-indole-2,3-dione), C(=O)(C(F)(F)F)O (TFA). Reagents/catalysts: [Pd] (Pd/C). The solvent is C(C)(=O)O (acetic acid). Yields the product O=C1OCCN1CCC=1C=C2CC(NC2=CC1)=O (5-[2-(2-Oxo-oxazolidin-3-yl)ethyl]-1,3-dihydro-indol-2-one). RXN SMILES: [O:1]=[C:2]1[N:6]([CH2:7][CH2:8][C:9]2[CH:10]=[C:11]3[C:15](=[CH:16][CH:17]=2)[NH:14][C:13](=[O:18])[C:12]3=O)[CH2:5][CH2:4][O:3]1.C(O)(C(F)(F)F)=O.[H][H]>C(O)(=O)C.[Pd]>[O:1]=[C:2]1[N:6]([CH2:7][CH2:8][C:9]2[CH:10]=[C:11]3[C:15](=[CH:16][CH:17]=2)[NH:14][C:13](=[O:18])[CH2:12]3)[CH2:5][CH2:4][O:3]1. Procedure details: To a solution of the compound obtained in Step E (7.68 mmoles) in acetic acid (15 ml) there are added TFA (7 ml) and Pd/C 10% (400 mg). The reaction mixture is stirred at 50° C. under 4 bars of hydrogen overnight. The catalyst is filtered off on a bed of Celite and is then washed with acetic acid (20 ml). The filtrate is evaporated to dryness and the residual acetic acid is removed by azeotropic distillation with toluene. The solid obtained is recrystallised from a mixture of EtOH/ethyl ether to... Reactants: BrCCCN1CCCCC1, Br, O=C([O-])[O-], CN(C)C=O, [K+], [K+], Cc1cc2ccccc2c(=O)n1-c1ccc(O)cc1. Yields the product Cc1cc2ccccc2c(=O)n1-c1ccc(OCCCN2CCCCC2)cc1. RXN SMILES: [Br:21][CH2:22][CH2:23][CH2:24][N:25]1[CH2:26][CH2:27][CH2:28][CH2:29][CH2:30]1.[BrH:20].[C:31](=[O:32])([O-:33])[O-:34].[CH3:37][N:38]([CH3:39])[CH:40]=[O:41].[K+:35].[K+:36].[OH:1][c:2]1[cH:3][cH:4][c:5](-[n:8]2[c:9](=[O:19])[c:10]3[cH:11][cH:12][cH:13][cH:14][c:15]3[cH:16][c:17]2[CH3:18])[cH:6][cH:7]1>>[O:1]([c:2]1[cH:3][cH:4][c:5](-[n:8]2[c:9](=[O:19])[c:10]3[cH:11][cH:12][cH:13][cH:14][c:15]3[cH:16][c:17]2[CH3:18])[cH:6][cH:7]1)[CH2:22][CH2:23][CH2:24][N:25]1[CH2:26][CH2:27][CH2:28][CH2:29][CH2:30]1.